The task is: describe an organic reaction: reactants, conditions, products, and yield. This data is from the Open Reaction Database (ORD), a public repository of structured organic reaction records. Reactants: C(CCC)C1=CN=C2N1C(CCC2=NO)C2=CC=C(C=C2)C2=C(C=CC=C2)C2=NN=NN2 (3-Butyl-5,6-dihydro-N-hydroxy-5-[2'-(1H-tetrazol-5-yl)[1.1'-biphenyl]-4-yl]imidazol[1,2-a]pyridin-8(7H)-imine), [H][H] (hydrogen), biphenyl imidazolyl oxime. Reagents/catalysts: [Pd] (palladium on charcoal). The solvent is CO (methanol). Yields the product C(CCC)C1=CN=C2N1C(CCC2N)C2=CC=C(C=C2)C2=C(C=CC=C2)C2=NN=NN2 (3-Butyl-5,6,7,8-tetrahydro-8-amino-5-[2'-(1H-tetrazol-5-yl) [1,1'-biphenyl]-4-yl]imidazo[1,2-a]pyridine). As a reaction SMILES: [CH2:1]([C:5]1[N:9]2[CH:10]([C:16]3[CH:21]=[CH:20][C:19]([C:22]4[CH:27]=[CH:26][CH:25]=[CH:24][C:23]=4[C:28]4[NH:32][N:31]=[N:30][N:29]=4)=[CH:18][CH:17]=3)[CH2:11][CH2:12][C:13](=[N:14]O)[C:8]2=[N:7][CH:6]=1)[CH2:2][CH2:3][CH3:4].[H][H]>[Pd].CO>[CH2:1]([C:5]1[N:9]2[CH:10]([C:16]3[CH:17]=[CH:18][C:19]([C:22]4[CH:27]=[CH:26][CH:25]=[CH:24][C:23]=4[C:28]4[NH:32][N:31]=[N:30][N:29]=4)=[CH:20][CH:21]=3)[CH2:11][CH2:12][CH:13]([NH2:14])[C:8]2=[N:7][CH:6]=1)[CH2:2][CH2:3][CH3:4]. Reported procedure: Alternatively, the title compound of Example 1451 can be prepared from the corresponding oxime. A suspension of the biphenyl imidazolyl oxime (0.059 mmol, the title compound of Example 1449) and 20 mg (0.0188 mmol) of 10% palladium on charcoal in 1.5 mL of methanol is stirred at room temperature under 50 psi of hydrogen gas until the reaction is complete. The mixture is filtered through a pad of celite, concentrated in vacuo and purified to give the title compound of Example 1451. As a reaction SMILES: [C:1]([O:5][C:6](=[O:53])[CH2:7][O:8][CH2:9][CH2:10][O:11][CH2:12][CH2:13][O:14][CH2:15][CH2:16][O:17][CH2:18][CH2:19][O:20][CH2:21][CH2:22][O:23][C:24]1[CH:29]=[CH:28][C:27]([O:30][CH2:31][CH2:32][O:33][CH2:34][CH2:35][O:36][CH2:37][CH2:38][O:39][CH2:40][CH2:41][O:42][CH2:43][CH2:44][O:45]CC2C=CC=CC=2)=[CH:26][CH:25]=1)([CH3:4])([CH3:3])[CH3:2].[H][H].C(OCC)(=O)C>CO.[OH-].[Pd+2].[OH-]>[C:1]([O:5][C:6](=[O:53])[CH2:7][O:8][CH2:9][CH2:10][O:11][CH2:12][CH2:13][O:14][CH2:15][CH2:16][O:17][CH2:18][CH2:19][O:20][CH2:21][CH2:22][O:23][C:24]1[CH:25]=[CH:26][C:27]([O:30][CH2:31][CH2:32][O:33][CH2:34][CH2:35][O:36][CH2:37][CH2:38][O:39][CH2:40][CH2:41][O:42][CH2:43][CH2:44][OH:45])=[CH:28][CH:29]=1)([CH3:4])([CH3:2])[CH3:3] |f:4.5.6|. Product: crude product, C(C)(C)(C)OC(COCCOCCOCCOCCOCCOC1=CC=C(C=C1)OCCOCCOCCOCCOCCO)=O ([2-(2-{2-[2-(2-{4-[2-(2-{2-[2-(2-hydroxy-ethoxy)-ethoxy]-ethoxy}-ethoxy)-ethoxy]-phenoxy}-ethoxy)-ethoxy]-ethoxy}-ethoxy)-ethoxy]acetic acid tert-butyl ester). Reported procedure: In a nitrogen atmosphere, to a suspension of palladium hydroxide (20% by weight; 145 mg) in methanol (4 ml), a solution of Compound 25 (655 mg, 0.868 mmol) in methanol (6 ml) was added; after the nitrogen atmosphere was replaced with a hydrogen atmosphere, stirring was conducted at room temperature for 4 hours. After a nitrogen atmosphere was restored, ethyl acetate (about 10 ml) was added, and this was followed by filtration on silica gel and washing with an ethyl acetate solution containing 10... Starting materials: C(C)(C)(C)OC(COCCOCCOCCOCCOCCOC1=CC=C(C=C1)OCCOCCOCCOCCOCCOCC1=CC=CC=C1)=O ([2-(2-{2-[2-(2-{4-[2-(2-{2-[2-(2-benzyloxy-ethoxy)-ethoxy]-ethoxy}-ethoxy)-ethoxy]-phenoxy}-ethoxy)-ethoxy]-ethoxy}-ethoxy)-ethoxy]acetic acid tert-butyl ester), C(C)(=O)OCC (ethyl acetate), [H][H] (hydrogen). Solvent: CO (methanol), CO (methanol). Conditions: time 4 hour. The reagents and catalysts are [OH-].[Pd+2].[OH-] (palladium hydroxide). Reaction SMILES: [F:1][C:2]([F:19])([F:18])[CH:3]([C:5]1[CH:10]=[CH:9][CH:8]=[C:7]([CH:11]2[CH2:16][CH2:15][NH:14][CH2:13][CH2:12]2)[C:6]=1[F:17])[OH:4].C(=O)([O-])[O-].[K+].[K+].I[CH2:27][CH2:28][CH3:29]>C(#N)C>[F:19][C:2]([F:1])([F:18])[CH:3]([C:5]1[CH:10]=[CH:9][CH:8]=[C:7]([CH:11]2[CH2:12][CH2:13][N:14]([CH2:27][CH2:28][CH3:29])[CH2:15][CH2:16]2)[C:6]=1[F:17])[OH:4] |f:1.2.3|. Product: FC(C(O)C1=C(C(=CC=C1)C1CCN(CC1)CCC)F)(F)F (2,2,2-TRIFLUORO-1-[2-FLUORO-3-(1-PROPYLPIPERIDIN-4-YL)PHENYL]ETHANOL). Starting materials: ( 3 ), FC(C(O)C1=C(C(=CC=C1)C1CCNCC1)F)(F)F (2,2,2-trifluoro-1-(2-fluoro-3-piperidin-4-ylphenyl)ethanol), ( 14 ), C([O-])([O-])=O.[K+].[K+] (potassium carbonate), ICCC (iodopropane), ( 3 ). Procedure: Preparation according to Example 1: 2,2,2-trifluoro-1-(2-fluoro-3-piperidin-4-ylphenyl)ethanol (0.01 g), acetonitrile (2 ml), potassium carbonate (0.01 g) and iodopropane (0.01 g). MS m/z (rel. intensity, 70 eV) 319 (M+, 4), 291 (14), 290 (bp), 220 (3), 149 (3). Solvent: C(C)#N (acetonitrile). Starting materials: C1(CCCCC1)CC1NCCCC1 (2-cyclohexylmethylpiperidine), ClCCC1=C(NC2=CC(=C(C=C12)OC)OC)C(=O)OCC (3-(2-chloroethyl)-5,6-dimethoxy-2-carbethoxyindole), [Na] (sodium), C(C1=CC=CC=C1)(=O)Cl (benzoyl chloride), C([O-])([O-])=O.[Na+].[Na+] (sodium carbonate), C1(CCCCC1)CC1N(CCCC1)CCC1=C(NC2=CC(=C(C=C12)OC)OC)C(=O)OCC (3-[2-(2-cyclohexylmethylpiperidino)ethyl]-5,6-dimethoxy-2-carbethoxyindole), [H-].[Na+] (sodium hydride). The solvent is CC(=O)C (acetone), CN(C)C=O (DMF). Product: C(C1=CC=CC=C1)(=O)N1C(=C(C2=CC(=C(C=C12)OC)OC)CCN1C(CCCC1)CC1CCCCC1)C(=O)OCC (1-benzoyl-3-[2-(2-cyclohexylmethylpiperidino)ethyl]-5,6-dimethoxy-2-carbethoxyindole). Reaction SMILES: ClCCC1C2C(=CC(OC)=C(OC)C=2)NC=1C(OCC)=O.C1(CC2CCCCN2)CCCCC1.C(=O)([O-])[O-].[Na+].[Na+].[CH:41]1([CH2:47][CH:48]2[CH2:53][CH2:52][CH2:51][CH2:50][N:49]2[CH2:54][CH2:55][C:56]2[C:64]3[C:59](=[CH:60][C:61]([O:67][CH3:68])=[C:62]([O:65][CH3:66])[CH:63]=3)[NH:58][C:57]=2[C:69]([O:71][CH2:72][CH3:73])=[O:70])[CH2:46][CH2:45][CH2:44][CH2:43][CH2:42]1.[H-].[Na+].[Na].[C:77](Cl)(=[O:84])[C:78]1[CH:83]=[CH:82][CH:81]=[CH:80][CH:79]=1>CN(C=O)C.CC(C)=O>[C:77]([N:58]1[C:59]2[C:64](=[CH:63][C:62]([O:65][CH3:66])=[C:61]([O:67][CH3:68])[CH:60]=2)[C:56]([CH2:55][CH2:54][N:49]2[CH2:50][CH2:51][CH2:52][CH2:53][CH:48]2[CH2:47][CH:41]2[CH2:42][CH2:43][CH2:44][CH2:45][CH2:46]2)=[C:57]1[C:69]([O:71][CH2:72][CH3:73])=[O:70])(=[O:84])[C:78]1[CH:83]=[CH:82][CH:81]=[CH:80][CH:79]=1 |f:2.3.4,6.7,^1:75|. Procedure: Reaction of 3-(2-chloroethyl)-5,6-dimethoxy-2-carbethoxyindole (U.S. Pat. No. 3,562,278) with 2-cyclohexylmethylpiperidine in refluxing acetone in the presence of sodium carbonate and reaction of the resulting 3-[2-(2-cyclohexylmethylpiperidino)ethyl]-5,6-dimethoxy-2-carbethoxyindole with sodium hydride in DMF followed by reaction of the resulting sodium salt with benzoyl chloride affords 1-benzoyl-3-[2-(2-cyclohexylmethylpiperidino)ethyl]-5,6-dimethoxy-2-carbethoxyindole. Reactants: BrC(=C(C)C)C(CCCC)=O (3-bromo-2-methyl-oct-2-en-4-one), [O-]P(=O)([O-])[O-].[K+].[K+].[K+] (K3PO4), S1C=C(C=C1)B(O)O (thiophene-3-boronic acid). Reagents/catalysts: C(C)(=O)[O-].[Pd+2].C(C)(=O)[O-] (palladium(II)acetate), C1(CCCCC1)P(C1=C(C=CC=C1)C1=C(C=CC=C1OC)OC)C1CCCCC1 (2-dicyclohexylphosphino-2′,6′-dimethoxy-1,1′-biphenyl). Solvent: C(CCC)O (n-butanol). The product is Eluant 2, S1C=C(C=C1)C(=C(C)C)C(CCCC)=O (3-(3-thienyl)-2-methyl-oct-2-en-4-one). Isolated yield 61.3%. As a reaction SMILES: Br[C:2]([C:6](=[O:11])[CH2:7][CH2:8][CH2:9][CH3:10])=[C:3]([CH3:5])[CH3:4].[S:12]1[CH:16]=[CH:15][C:14](B(O)O)=[CH:13]1.[O-]P([O-])([O-])=O.[K+].[K+].[K+]>C([O-])(=O)C.[Pd+2].C([O-])(=O)C.C1(P(C2CCCCC2)C2C=CC=CC=2C2C(OC)=CC=CC=2OC)CCCCC1.C(O)CCC>[S:12]1[CH:16]=[CH:15][C:14]([C:2]([C:6](=[O:11])[CH2:7][CH2:8][CH2:9][CH3:10])=[C:3]([CH3:5])[CH3:4])=[CH:13]1 |f:2.3.4.5,6.7.8|. Reported procedure: To a magnetically stirred solution of 3-bromo-2-methyl-oct-2-en-4-one (5 gram, 20.54 mmol) (Intermediate IIIc-1) in nitrogen-degassed n-butanol (50 ml) was successively added thiophene-3-boronic acid (3.94 gram, 30.80 mmol), palladium(II)acetate (46.11 mg, 0.21 mmol), 2-dicyclohexylphosphino-2′,6′-dimethoxy-1,1′-biphenyl (S-Phos) (168.6 mg, 0.41 mmol) and K3PO4 (8.72 g, 41.07 mmol) and the resulting mixture was reacted at 100° C. for 2 hours. The mixture was concentrated in vacuo and purified by... Starting materials: [Si](C1=CC=CC=C1)(C1=CC=CC=C1)(C(C)(C)C)OC[C@H]1CN[C@@H](CS1)C ((2R,5R)-2-({[tert-butyl(diphenyl)silyl]oxy}methyl)-5-methylthiomorpholine), [F-].C(CCC)[N+](CCCC)(CCCC)CCCC (tetrabutylammonium fluoride). Solvent: C1CCOC1 (THF). Conditions: time 2 hour. Yields the product C[C@@H]1CS[C@H](CN1)CO ([(2R,5R)-5-methylthiomorpholin-2-yl]methanol). As a reaction SMILES: [Si]([O:18][CH2:19][C@@H:20]1[S:25][CH2:24][C@@H:23]([CH3:26])[NH:22][CH2:21]1)(C(C)(C)C)(C1C=CC=CC=1)C1C=CC=CC=1.[F-].C([N+](CCCC)(CCCC)CCCC)CCC>C1COCC1>[CH3:26][C@H:23]1[NH:22][CH2:21][C@H:20]([CH2:19][OH:18])[S:25][CH2:24]1 |f:1.2|. Reported procedure: To a solution of (2R,5R)-2-({[tert-butyl(diphenyl)silyl]oxy}methyl)-5-methylthiomorpholine (1, 0.200 g, 0.519 mmol) in THF (1 mL) was added tetrabutylammonium fluoride (1.0 M in THF, 0.778 mL, 0.778 mmol). The reaction was stirred at ambient temperature for 2 h, then concentrated in vacuo to provide crude [(2R,5R)-5-methylthiomorpholin-2-yl]methanol (2) that gave a mass ion (ES+) of 148.3 for M+H+. The reactants are [Br-], CC[Mg+], CN(C)P(=O)(N(C)C)N(C)C, CCOCC, Cc1ccccc1, Cl, Oc1ccc(Oc2ccccc2)cc1. Product: O=Cc1cc(Oc2ccccc2)ccc1O. RXN SMILES: [Br-:1].[CH2:2]([Mg+:3])[CH3:4].[CH3:19][N:20]([CH3:21])[P:22]([N:23]([CH3:24])[CH3:25])([N:26]([CH3:27])[CH3:28])=[O:29].[CH3:31][CH2:32][O:33][CH2:34][CH3:35].[CH3:36][c:37]1[cH:38][cH:39][cH:40][cH:41][cH:42]1.[ClH:30].[OH:5][c:6]1[cH:7][cH:8][c:9]([O:10][c:11]2[cH:12][cH:13][cH:14][cH:15][cH:16]2)[cH:17][cH:18]1>>[OH:5][c:6]1[cH:7][cH:8][c:9]([O:10][c:11]2[cH:12][cH:13][cH:14][cH:15][cH:16]2)[cH:17][c:18]1[CH:32]=[O:33]. RXN SMILES: [O:1]=[CH:2][C:3]1[CH:11]=[CH:10][C:8]([OH:9])=[C:5]([O:6][CH3:7])[CH:4]=1.[Br:12]Br.O>C(O)(=O)C>[Br:12][C:10]1[C:8]([OH:9])=[C:5]([O:6][CH3:7])[CH:4]=[C:3]([CH:11]=1)[CH:2]=[O:1]. Conditions: time 8 hour. Reported procedure: In a 250 mL round bottom flask vanillin (Aldrich, 33.3 g, 0.22 moles) was dissolved in glacial acetic acid (100 mL) with stirring. A solution of bromine (Baker, 35.0 g, 0.43 mol, 11.2 mL) in glacial acetic acid (100 mL) was added to the solution of vanillin. After 5 min a precipitate formed but the reaction was allowed to stir for an additional 15 min. The solid was collected by filtration giving 18.2 g, 35%. The filtrate was then slowly added to water (300 mL) and allowed to stand overnight. Th... Product: BrC=1C(=C(C=C(C=O)C1)OC)O (5-Bromovanillin). Reactants: BrBr (bromine), O=CC1=CC(OC)=C(O)C=C1 (vanillin), O (water), O=CC1=CC(OC)=C(O)C=C1 (vanillin). Solvent: C(C)(=O)O (acetic acid), C(C)(=O)O (acetic acid). Reactants: [BH4-], C1CCOC1, CO, [Ce+3], [Cl-], [Cl-], [Cl-], [Cl-], O=CC1=C(c2cccc([N+](=O)[O-])c2)CCCC1, [NH4+], [Na+], O, O, O, O, O, O, O. Yields the product O=[N+]([O-])c1cccc(C2=C(CO)CCCC2)c1. As a reaction SMILES: [BH4-:29].[CH2:35]1[O:36][CH2:37][CH2:38][CH2:39]1.[CH3:33][OH:34].[Ce+3:9].[Cl-:10].[Cl-:11].[Cl-:31].[Cl-:8].[N+:12](=[O:13])([O-:14])[c:15]1[cH:16][c:17]([C:21]2=[C:22]([CH:27]=[O:28])[CH2:23][CH2:24][CH2:25][CH2:26]2)[cH:18][cH:19][cH:20]1.[NH4+:32].[Na+:30].[OH2:1].[OH2:2].[OH2:3].[OH2:4].[OH2:5].[OH2:6].[OH2:7]>>[N+:12](=[O:13])([O-:14])[c:15]1[cH:16][c:17]([C:21]2=[C:22]([CH2:27][OH:28])[CH2:23][CH2:24][CH2:25][CH2:26]2)[cH:18][cH:19][cH:20]1. Reactants: C(C)(C)C1=C(C(=CC=C1)C(C)C)NS(=O)(=O)CC(=O)NC=1N=NN(N1)CCCCCCCCCCCC (2-(2,6-Diisopropyl-phenylsulfamoyl)-N-(dodecyl-2-H-tetrazol-5-yl)-acetamide), C(CCCCCCCCCCCCCCCCC)S (octadecanthiol). Product: C(CCCCCCCCCCCCCCCCC)SC(CS(NC1=C(C=CC=C1C(C)C)C(C)C)(=O)=O)=O ((2,6-Diisopropylphenylsulfamoyl)-thioacetic Acid S-octadecyl Ester). As a reaction SMILES: [CH:1]([C:4]1[CH:9]=[CH:8][CH:7]=[C:6]([CH:10]([CH3:12])[CH3:11])[C:5]=1[NH:13][S:14]([CH2:17][C:18](NC1N=NN(CCCCCCCCCCCC)N=1)=[O:19])(=[O:16])=[O:15])([CH3:3])[CH3:2].[CH2:38]([SH:56])[CH2:39][CH2:40][CH2:41][CH2:42][CH2:43][CH2:44][CH2:45][CH2:46][CH2:47][CH2:48][CH2:49][CH2:50][CH2:51][CH2:52][CH2:53][CH2:54][CH3:55]>>[CH2:38]([S:56][C:18](=[O:19])[CH2:17][S:14](=[O:16])(=[O:15])[NH:13][C:5]1[C:6]([CH:10]([CH3:11])[CH3:12])=[CH:7][CH:8]=[CH:9][C:4]=1[CH:1]([CH3:2])[CH3:3])[CH2:39][CH2:40][CH2:41][CH2:42][CH2:43][CH2:44][CH2:45][CH2:46][CH2:47][CH2:48][CH2:49][CH2:50][CH2:51][CH2:52][CH2:53][CH2:54][CH3:55]. Reported procedure: This compound was prepared in the same manner as for the title compound of Example 2, except that 2-DAT was replaced with octadecanthiol.